Dataset: the Open Reaction Database (ORD), a public repository of structured organic reaction records. Task: describe an organic reaction: reactants, conditions, products, and yield Reaction SMILES: [CH:1]1([NH:10][c:11]2[n:12][c:13]3[cH:14][cH:15][c:16]([NH2:21])[cH:17][c:18]3[cH:19][cH:20]2)[CH2:2][CH2:3][c:4]2[cH:5][cH:6][cH:7][cH:8][c:9]21.[F:22][C:23]([c:24]1[cH:25][cH:26][c:27]([N:30]=[C:31]=[O:32])[cH:28][cH:29]1)([F:33])[F:34]>>[CH:1]1([NH:10][c:11]2[n:12][c:13]3[cH:14][cH:15][c:16]([NH:21][C:31]([NH:30][c:27]4[cH:26][cH:25][c:24]([C:23]([F:22])([F:33])[F:34])[cH:29][cH:28]4)=[O:32])[cH:17][c:18]3[cH:19][cH:20]2)[CH2:2][CH2:3][c:4]2[cH:5][cH:6][cH:7][cH:8][c:9]21. The reactants are Nc1ccc2nc(NC3CCc4ccccc43)ccc2c1, O=C=Nc1ccc(C(F)(F)F)cc1. Yields the product O=C(Nc1ccc(C(F)(F)F)cc1)Nc1ccc2nc(NC3CCc4ccccc43)ccc2c1. Reactants: solution, CNC (dimethylamine), CO (methanol), OC(C(C)O)C=1C=CC(=NC1)C(=O)OC (methyl 5-(1,2-dihydroxypropyl)-2-pyridinecarboxylate). Reaction conditions: temperature 100 celsius. Product: OC(C(C)O)C=1C=CC(=NC1)C(=O)N(C)C (5-(1,2-dihydroxypropyl)-N,N-dimethyl-2-pyridinecarboxamide). The yield is 80.6%. RXN SMILES: [OH:1][CH:2]([C:6]1[CH:7]=[CH:8][C:9]([C:12]([O:14]C)=O)=[N:10][CH:11]=1)[CH:3]([OH:5])[CH3:4].[CH3:16][NH:17][CH3:18].CO>>[OH:1][CH:2]([C:6]1[CH:7]=[CH:8][C:9]([C:12]([N:17]([CH3:18])[CH3:16])=[O:14])=[N:10][CH:11]=1)[CH:3]([OH:5])[CH3:4]. Reported procedure: A mixture of methyl 5-(1,2-dihydroxypropyl)-2-pyridinecarboxylate (52.0 mg, 0.25 mmol) and a 2.0M solution of dimethylamine in methanol (Aldrich, 15.0 ml, 30.0 mmol) was stirred and heated at a bath temperature of 100° C. in a microreactor for four nights. After cooling, the reaction mixture was concentrated in vacuo. The residue (60.3 mg) was purified by preparative TLC [Merck Kieselgel 60, Art 1.05744, 0.5 mm thick, ×2; development: CH2Cl2 - MeOH (8:1); elution: CH2Cl2 - MOH (3:1), 240 ml]. Th... Starting materials: ClC(=C(C)C)N(C)C ((1-Chloro-2-methyl-propenyl)-dimethylamine), FC(OC1=C(C(=O)O)C=C(C(=C1)[N+](=O)[O-])N)F (2-(difluoro-methoxy)-5-amino-4-nitro-benzoic acid), FC([C@@H]1CC[C@H](CC1)N)(F)F (trans-4-trifluoromethyl-cyclohexylamine), N1=CC=CC=C1 (pyridine). The solvent is C(Cl)Cl (DCM), C1CCOC1 (THF). Reaction conditions: time 5 hour. Product: FC([C@@H]1CC[C@H](CC1)NC(C1=C(C=C(C(=C1)N)[N+](=O)[O-])OC(F)F)=O)(F)F (N-(trans-4-Trifluoromethyl-cyclohex-1-yl)-2-(difluoromethoxy)-5-amino-4-nitro-benzoic acid amide). Reaction SMILES: ClC(N(C)C)=C(C)C.[F:9][CH:10]([F:25])[O:11][C:12]1[CH:20]=[C:19]([N+:21]([O-:23])=[O:22])[C:18]([NH2:24])=[CH:17][C:13]=1[C:14]([OH:16])=O.[F:26][C:27]([F:36])([F:35])[C@H:28]1[CH2:33][CH2:32][C@H:31]([NH2:34])[CH2:30][CH2:29]1.N1C=CC=CC=1>C(Cl)Cl.C1COCC1>[F:26][C:27]([F:35])([F:36])[C@H:28]1[CH2:29][CH2:30][C@H:31]([NH:34][C:14](=[O:16])[C:13]2[CH:17]=[C:18]([NH2:24])[C:19]([N+:21]([O-:23])=[O:22])=[CH:20][C:12]=2[O:11][CH:10]([F:9])[F:25])[CH2:32][CH2:33]1. Procedure: (1-Chloro-2-methyl-propenyl)-dimethylamine (102 μl) is added to a mixture of 2-(difluoro-methoxy)-5-amino-4-nitro-benzoic acid (175 mg, 0.705 mmol, prepared in analogy to WO2010/034797), 5 mL THF and 10 mL DCM and it is stirred for 5 h. Then trans-4-trifluoromethyl-cyclohexylamine (158 mg, 0.776 mmol) and pyridine (139 μL, 1.77 mmol) are added and it is stirred overnight. The solvent is removed i. vac., half-saturated aq. NaHCO3— solution is added and it is extracted with DCM. The organic layers...